This data is from the Open Reaction Database (ORD), a public repository of structured organic reaction records. The task is: describe an organic reaction: reactants, conditions, products, and yield Starting materials: CCOC(=O)C (EtOAc), C(C)(=O)N[C@H](C(=O)N[C@H](C(=O)N[C@H](C(=O)N[C@@H](CC(=O)O)C(CCCC1=CC=CC=C1)=O)C(C)C)C)CSC ((3S)-3-((2S)-2-[((2S)-2-[(2R)-2-(Acetylamino)-3-(methylsulfanyl)propanoyl]aminopropanoyl)amino]-3-methylbutanoylamino)-4-oxo-7-phenylheptanoic acid), OOS(=O)[O-].[K+] (OXONE). Solvent: O (Water), CO (MeOH), O (water). The product is C(C)(=O)N[C@H](C(=O)N[C@H](C(=O)N[C@H](C(=O)N[C@@H](CC(=O)O)C(CCCC1=CC=CC=C1)=O)C(C)C)C)CS(=O)(=O)C ((3S)-3-((2S)-2-[((2S)-2-[(2R)-2-(Acetylamino)-3-(methylsulfonyl)propanoyl]aminopropanoyl)amino]-3-methylbutanoylamino)-4-oxo-7-phenylheptanoic acid). Reaction SMILES: [C:1]([NH:4][C@@H:5]([CH2:37]SC)[C:6]([NH:8][C@@H:9]([CH3:36])[C:10]([NH:12][C@@H:13]([CH:33]([CH3:35])[CH3:34])[C:14]([NH:16][C@H:17]([C:22](=[O:32])[CH2:23][CH2:24][CH2:25][C:26]1[CH:31]=[CH:30][CH:29]=[CH:28][CH:27]=1)[CH2:18][C:19]([OH:21])=[O:20])=[O:15])=[O:11])=[O:7])(=[O:3])[CH3:2].O[O:41][S:42]([O-:44])=O.[K+].[CH3:46]COC(C)=O>CO.O>[C:1]([NH:4][C@@H:5]([CH2:37][S:42]([CH3:46])(=[O:44])=[O:41])[C:6]([NH:8][C@@H:9]([CH3:36])[C:10]([NH:12][C@@H:13]([CH:33]([CH3:35])[CH3:34])[C:14]([NH:16][C@H:17]([C:22](=[O:32])[CH2:23][CH2:24][CH2:25][C:26]1[CH:27]=[CH:28][CH:29]=[CH:30][CH:31]=1)[CH2:18][C:19]([OH:21])=[O:20])=[O:15])=[O:11])=[O:7])(=[O:3])[CH3:2] |f:1.2|. Procedure: The title compound from Example 201 (20 mg, 0.035 mmol) in 1 mL MeOH at OoC was treated with OXONE® (22 mg, 0.035 mmol) in 1 mL water. The mixture was allowed to warm to room temperature over 0.5 h and then poured into 30 mL EtOAc. Water was added, the layers were separated, and the aqueous layer was extracted with EtOAc (2×5 mL). The combined organic layers were dried over MgSO4, filtered and evaporated to give 6 mg of the title compound as colorless solid: 1H NMR (400 MHz, CD3OD) 8.14 (d, 1H, ... Reactants: C(=O)([O-])[O-].[K+].[K+] (K2CO3), C[Mg]Br (methylmagnesium bromide), CON(C(=O)C=1C(=NOC1C)C)C (N-methoxy-N-methyl-3,5-dimethylisoxazole-4-carboxamide). Solvent: CCOCC (ether), C1CCOC1 (THF), Cl (HCl). Conditions: time 4 hour. Yields the product CC1=NOC(=C1C(C)=O)C (1-(3,5-dimethylisoxazol-4-yl)ethanone). Yield: 95.8%. Reaction SMILES: CON(C)[C:4]([C:6]1[C:7]([CH3:12])=[N:8][O:9][C:10]=1[CH3:11])=[O:5].[CH3:14][Mg]Br.C([O-])([O-])=O.[K+].[K+]>C1COCC1.CCOCC.Cl>[CH3:12][C:7]1[C:6]([C:4](=[O:5])[CH3:14])=[C:10]([CH3:11])[O:9][N:8]=1 |f:2.3.4|. Reported procedure: A solution of 580 mg (3.15 mmol) of N-methoxy-N-methyl-3,5-dimethylisoxazole-4-carboxamide in 20 mL of THF is cooled to 0° C. A solution of 1.57 mL (4.72 mmol) of 3 M methylmagnesium bromide in ether is added. After stirring for 4 hours at room temperature, the reaction medium is taken up in 10 mL of 1 N HCl and stirred for a further 1 hour at room temperature. The mixture is then basified with K2CO3 and extracted with ethyl acetate. The organic phase is dried over magnesium sulfate and evaporat... The reactants are C(CCCCCCCCCCC)NCCCCCCCCCCCC (N,N-didodecylamine), C(C)(C)N(CC)C(C)C (diisopropylethylamine), C(C=C)(=O)Cl (acryloyl chloride). Solvent: C(Cl)Cl (CH2Cl2), C(Cl)Cl (CH2Cl2). Conditions: temperature 0 celsius, time 4 hour. Yields the product C(CCCCCCCCCCC)N(C(C=C)=O)CCCCCCCCCCCC (N,N-Didodecylacrylamide). Yield: 995.1%. RXN SMILES: [CH2:1]([NH:13][CH2:14][CH2:15][CH2:16][CH2:17][CH2:18][CH2:19][CH2:20][CH2:21][CH2:22][CH2:23][CH2:24][CH3:25])[CH2:2][CH2:3][CH2:4][CH2:5][CH2:6][CH2:7][CH2:8][CH2:9][CH2:10][CH2:11][CH3:12].C(N(C(C)C)CC)(C)C.[C:35](Cl)(=[O:38])[CH:36]=[CH2:37]>C(Cl)Cl>[CH2:14]([N:13]([CH2:1][CH2:2][CH2:3][CH2:4][CH2:5][CH2:6][CH2:7][CH2:8][CH2:9][CH2:10][CH2:11][CH3:12])[C:35](=[O:38])[CH:36]=[CH2:37])[CH2:15][CH2:16][CH2:17][CH2:18][CH2:19][CH2:20][CH2:21][CH2:22][CH2:23][CH2:24][CH3:25]. Reported procedure: To a solution of didodecylamine 66 (25 g, 70 7 mmol) and diisopropylethylamine (18 g, 141 mmol) in anhydrous CH2Cl2 (700 mL) at −10° C., a solution of acryloyl chloride (7.68 g, 85 mmol) in CH2Cl2 (100 mL) was added dropwise over a period of 20 min. After the completion of the addition the reaction mixture was stirred for 4 h at 0° C. after which the TLC of the reaction mixture showed the completion of the reaction. The reaction mixture was washed with satd. NaHCO3 solution (200 mL), water (200 ... Starting materials: CCOC(C)=O, COCCCCc1c(C(=O)N(CC(C)C)C2CC(C(=O)N3CCOCC3)CN(C(=O)OC(C)(C)C)C2)nnn1-c1ccccc1, CCOC(C)=O, Cl. Yields the product COCCCCc1c(C(=O)N(CC(C)C)C2CNCC(C(=O)N3CCOCC3)C2)nnn1-c1ccccc1, Cl. RXN SMILES: [C:46]([O:47][CH2:48][CH3:49])(=[O:50])[CH3:51].[CH3:1][O:2][CH2:3][CH2:4][CH2:5][CH2:6][c:7]1[c:8]([C:18](=[O:19])[N:20]([CH:21]2[CH2:22][N:23]([C:35]([O:36][C:37]([CH3:38])([CH3:39])[CH3:40])=[O:41])[CH2:24][CH:25]([C:27](=[O:28])[N:29]3[CH2:30][CH2:31][O:32][CH2:33][CH2:34]3)[CH2:26]2)[CH2:42][CH:43]([CH3:44])[CH3:45])[n:9][n:10][n:11]1-[c:12]1[cH:13][cH:14][cH:15][cH:16][cH:17]1.[CH3:53][CH2:54][O:55][C:56](=[O:57])[CH3:58].[ClH:52]>>[CH3:1][O:2][CH2:3][CH2:4][CH2:5][CH2:6][c:7]1[c:8]([C:18](=[O:19])[N:20]([CH:21]2[CH2:22][NH:23][CH2:24][CH:25]([C:27](=[O:28])[N:29]3[CH2:30][CH2:31][O:32][CH2:33][CH2:34]3)[CH2:26]2)[CH2:42][CH:43]([CH3:44])[CH3:45])[n:9][n:10][n:11]1-[c:12]1[cH:13][cH:14][cH:15][cH:16][cH:17]1.[ClH:52]. The reactants are COC=1C(=C(OCCCOC=2C(=C(OCC(=O)OCC)C=CC2)CCC)C=CC1C(=O)NC)CC=C (Ethyl [3-[3-[3-methoxy-4-[(methylamino) carbonyl]-2-(2-propenyl)phenoxy]propoxy]-2-propylphenoxy]acetate), [OH-].[Li+] (lithium hydroxide), CO (methanol), Cl (hydrochloric acid). Reaction conditions: time 4 hour. Yields the product COC=1C(=C(OCCCOC=2C(=C(OCC(=O)O)C=CC2)CCC)C=CC1C(=O)NC)CC=C ([3-[3-[3-Methoxy-4-[(methylamino) carbonyl]-2-(2-propenyl)phenoxy]propoxy]-2-propylphenoxy]acetic acid). Procedure details: The compound of Example 52 (95 mg, 0.19 mmol) and 380 μl (0.38 mmol) of 1 M lithium hydroxide were added to 2.0 ml of methanol, and the reaction mixture was stirred for four hours at room temperature. The solvent was removed under vacuum to give a white solid which was suspended in 5.0 ml of water. The mixture was acidified with 10% hydrochloric acid, stirred and filtered to remove the resultant solid which was then dried at 40° C. overnight in a vacuum oven to give the product. As a reaction SMILES: [CH3:1][O:2][C:3]1[C:4]([CH2:34][CH:35]=[CH2:36])=[C:5]([CH:27]=[CH:28][C:29]=1[C:30]([NH:32][CH3:33])=[O:31])[O:6][CH2:7][CH2:8][CH2:9][O:10][C:11]1[C:12]([CH2:24][CH2:25][CH3:26])=[C:13]([CH:21]=[CH:22][CH:23]=1)[O:14][CH2:15][C:16]([O:18]CC)=[O:17].[OH-].[Li+].CO.Cl>O>[CH3:1][O:2][C:3]1[C:4]([CH2:34][CH:35]=[CH2:36])=[C:5]([CH:27]=[CH:28][C:29]=1[C:30]([NH:32][CH3:33])=[O:31])[O:6][CH2:7][CH2:8][CH2:9][O:10][C:11]1[C:12]([CH2:24][CH2:25][CH3:26])=[C:13]([CH:21]=[CH:22][CH:23]=1)[O:14][CH2:15][C:16]([OH:18])=[O:17] |f:1.2|. The solvent is O (water). Starting materials: CC1=CN2C(=NC3=CC=CC=C3C2=O)S1 (2-methyl-5H-thiazolo[2,3-b]quinazolin-5-one), ClS(=O)(=O)O (chlorosulfonic acid). Conditions: time 12 hour. Yields the product CC1=CN2C(=NC3=CC=C(C=C3C2=O)S(=O)(=O)Cl)S1 (2-methyl-7-chlorosulfonyl-5H-thiazolo[2,3-b]quinazolin-5-one). Reaction SMILES: [CH3:1][C:2]1[S:15][C:5]2=[N:6][C:7]3[C:12]([C:13](=[O:14])[N:4]2[CH:3]=1)=[CH:11][CH:10]=[CH:9][CH:8]=3.[Cl:16][S:17](O)(=[O:19])=[O:18]>>[CH3:1][C:2]1[S:15][C:5]2=[N:6][C:7]3[C:12]([C:13](=[O:14])[N:4]2[CH:3]=1)=[CH:11][C:10]([S:17]([Cl:16])(=[O:19])=[O:18])=[CH:9][CH:8]=3. Procedure details: 15 parts of 2-methyl-5H-thiazolo[2,3-b]quinazolin-5-one were introduced slowly into 70 parts of chlorosulfonic acid, at 20°-30° C. Stirring was continued for 12 hours, and the 2-methyl-7-chlorosulfonyl-5H-thiazolo[2,3-b]quinazolin-5-one formed was precipitated with ice water. Yield: 72.9%. Starting materials: CS(=O)(=O)OC\C=C/I ((cis-3-iodo-2-propenyl) methanesulfonate), C(=O)(O)[O-].[Na+] (NaHCO3), [Li+].CC(C)[N-]C(C)C (LDA), CC=1C([C@H]([C@@H](CC1)C(=C)C)C)=O ((5R,6S)-2,6-dimethyl-5-isopropenyl-2-cyclohexen-1-one), CN(C)P(=O)(N(C)C)N(C)C (HMPA). The solvent is CCOCC (ether), CCOCC (ether). Procedure: To a cold (-40° C.) solution of 46 mL (21 mmol) of LDA (prepared as mentioned above from 2.9 mL of diisopropylamine and 13 mL of n-BuLi in 30 mL of THF) under argon was added a solution of 1.69 g (10.3 mmol) of (5R,6S)-2,6-dimethyl-5-isopropenyl-2-cyclohexen-1-one in 30 mL of ether was added via cannula, an the resulting solution was stirred at 0° C. for 45 min. To it, 1.8 mL (10 mmol) of HMPA was added, stirred at the same temperature for 4 hours, and a solution of 5.68 g (22 mmol) of (cis-3-io... As a reaction SMILES: [Li+].CC([N-]C(C)C)C.[CH3:9][C:10]1[C:11](=[O:20])[C@@H:12]([CH3:19])[C@H:13]([C:16]([CH3:18])=[CH2:17])[CH2:14][CH:15]=1.CN(P(N(C)C)(N(C)C)=O)C.CS(O[CH2:37]/[CH:38]=[CH:39]\[I:40])(=O)=O.C([O-])(O)=O.[Na+]>CCOCC>[CH3:9][C:10]1[C:11](=[O:20])[C@@:12]([CH3:19])([CH2:37]/[CH:38]=[CH:39]\[I:40])[C@@H:13]([C:16]([CH3:18])=[CH2:17])[CH2:14][CH:15]=1 |f:0.1,5.6|. Conditions: temperature 0 celsius, time 45 minute. The product is CC=1C([C@]([C@H](CC1)C(=C)C)(C\C=C/I)C)=O ((5R,6S)-2,6-dimethyl-6-(cis-3-iodo-2-propenyl)-5-isopropenyl-2-cyclohexen-1-one). Reactants: solution, Cl (HCl), C1OC=2C=C3CCC(=CC3=CC2O1)N1CCN(CC1)C1=NC=CC=N1 (1-(6,7-methylenedioxy-3,4-dihydro-2-naphthyl)-4-(2-pyrimidinyl) piperazine). The solvent is O1CCCC1 (tetrahydrofuran), O1CCCC1 (tetrahydrofuran). Product: C1OC=2C=C3CCC(CC3=CC2O1)N1CCN(CC1)C1=NC=CC=N1 (1-(6,7-methylenedioxy-1,2,3,4-tetrahydro-2-naphthyl)-4-(2-pyrimidinyl) piperazine). Isolated yield 62.3%. Reaction SMILES: Cl.[CH2:2]1[O:14][C:13]2[CH:12]=[C:11]3[C:6]([CH2:7][CH2:8][C:9]([N:15]4[CH2:20][CH2:19][N:18]([C:21]5[N:26]=[CH:25][CH:24]=[CH:23][N:22]=5)[CH2:17][CH2:16]4)=[CH:10]3)=[CH:5][C:4]=2[O:3]1>O1CCCC1>[CH2:2]1[O:14][C:13]2[CH:12]=[C:11]3[C:6]([CH2:7][CH2:8][CH:9]([N:15]4[CH2:20][CH2:19][N:18]([C:21]5[N:22]=[CH:23][CH:24]=[CH:25][N:26]=5)[CH2:17][CH2:16]4)[CH2:10]3)=[CH:5][C:4]=2[O:3]1. Procedure details: There were added 2 ml of a solution 5 N of HCl in tetrahydrofuran to a solution of 3.35 g of 1-(6,7-methylenedioxy-3,4-dihydro-2-naphthyl)-4-(2-pyrimidinyl) piperazine previously obtained, in 100 ml of anhydrous tetrahydrofuran. The hydrochloride of the enamine precipitated, and there were added, to the so-obtained suspension, 10 ml of a normal solution of sodium cyanoborohydride in tetrahydrofuran. The precipitate was then immediately dissolved and the solution was decolourised. 30 minutes late...